describe an organic reaction: reactants, conditions, products, and yield From a dataset of the Open Reaction Database (ORD), a public repository of structured organic reaction records. Starting materials: Cl (hydrogen chloride), CO (methanol), Cl.NCC1(CCCCC1)CC(=O)O (1-aminomethyl-1-cyclohexane-acetic acid hydrochloride). Yields the product NCC1(CCCCC1)CC(=O)OC (methyl 1-aminomethyl-1-cyclohexane-acetate). Reaction SMILES: Cl.[NH2:2][CH2:3][C:4]1([CH2:10][C:11]([OH:13])=[O:12])[CH2:9][CH2:8][CH2:7][CH2:6][CH2:5]1.Cl.[CH3:15]O>>[NH2:2][CH2:3][C:4]1([CH2:10][C:11]([O:13][CH3:15])=[O:12])[CH2:9][CH2:8][CH2:7][CH2:6][CH2:5]1 |f:0.1|. Procedure details: In an analogous manner as described in Example 2, 1-aminomethyl-1-cyclohexane-acetic acid hydrochloride is reacted with methanol in the presence of hydrogen chloride. After evaporation in a vacuum the residue is recrystallised from methanol/ether to give pure methyl 1-aminomethyl-1-cyclohexane-acetate; m.p. 150° - 152° C. (hydrochloride) Reactants: C(C)(C)N(C(=O)N)C1=CC=CC2=C1CCO2 (1-isopropyl-1-(2,3-dihydro-4-benzofuranyl)urea), C(C1=CC=CC=C1)=O (benzaldehyde). Reagents/catalysts: CS(=O)(=O)O (methanesulfonic acid). Solvent: C1(=CC=CC=C1)C (toluene). Product: C(C)(C)N1C(NC(C2=CC=C3C(=C12)CCO3)C3=CC=CC=C3)=O (1-isopropyl-3,4,7,8-tetrahydro-4-phenyl-furo[2,3-h]quinazolin-2(1H)-one). As a reaction SMILES: [CH:1]([N:4]([C:8]1[C:13]2[CH2:14][CH2:15][O:16][C:12]=2[CH:11]=[CH:10][CH:9]=1)[C:5]([NH2:7])=[O:6])([CH3:3])[CH3:2].[CH:17](=O)[C:18]1[CH:23]=[CH:22][CH:21]=[CH:20][CH:19]=1>CS(O)(=O)=O.C1(C)C=CC=CC=1>[CH:1]([N:4]1[C:8]2[C:9](=[CH:10][CH:11]=[C:12]3[O:16][CH2:15][CH2:14][C:13]3=2)[CH:17]([C:18]2[CH:23]=[CH:22][CH:21]=[CH:20][CH:19]=2)[NH:7][C:5]1=[O:6])([CH3:3])[CH3:2]. Procedure: A solution of 5.0 g. of 1-isopropyl-1-(2,3-dihydro-4-benzofuranyl)urea, 3.5 ml. of benzaldehyde, 3 drops of methanesulfonic acid and 150 ml. of toluene is stirred and refluxed under a water separator for 20 hours. The resulting solution is cooled and the cooled solution is washed with 150 ml. water, dried with anhydrous magnesium sulfate, filtered and concentrated in vacuo to give an oil of 1-isopropyl-3,4,7,8-tetrahydro-4-phenyl-furo[2,3-h]quinazolin-2(1H)-one. The reactants are ClC1=CC=C(C=C1)C(C=1C(=NN(C1)C(C)C)C(=O)O)NC1=CN(C(C(=C1)C)=O)C (4-((4-chlorophenyl)((1,5-dimethyl-6-oxo-1,6-dihydropyridin-3-yl)amino)methyl)-1-isopropyl-1H-pyrazole-3-carboxylic acid). Run in C(Cl)Cl.CO (CH2Cl2 MeOH). The product is ClC1=CC=C(C=C1)C1N(C(C2=NN(C=C21)C(C)C)=O)C2=CN(C(C(=C2)C)=O)C (4-(4-chlorophenyl)-5-(1,5-dimethyl-6-oxo-1,6-dihydropyridin-3-yl)-2-isopropyl-4,5-dihydropyrrolo[3,4-c]pyrazol-6(2H)-one). As a reaction SMILES: [Cl:1][C:2]1[CH:7]=[CH:6][C:5]([CH:8]([NH:20][C:21]2[CH:26]=[C:25]([CH3:27])[C:24](=[O:28])[N:23]([CH3:29])[CH:22]=2)[C:9]2[C:10]([C:17]([OH:19])=O)=[N:11][N:12]([CH:14]([CH3:16])[CH3:15])[CH:13]=2)=[CH:4][CH:3]=1>C(Cl)Cl.CO>[Cl:1][C:2]1[CH:7]=[CH:6][C:5]([CH:8]2[C:9]3[C:10](=[N:11][N:12]([CH:14]([CH3:16])[CH3:15])[CH:13]=3)[C:17](=[O:19])[N:20]2[C:21]2[CH:26]=[C:25]([CH3:27])[C:24](=[O:28])[N:23]([CH3:29])[CH:22]=2)=[CH:4][CH:3]=1 |f:1.2|. Procedure details: The title compound was prepared in analogy to the procedure described in Example 1 using 4-((4-chlorophenyl)((1,5-dimethyl-6-oxo-1,6-dihydropyridin-3-yl)amino)methyl)-1-isopropyl-1H-pyrazole-3-carboxylic acid (Step 41.5). tR: 4.05 min (HPLC 1); tR: 0.90 min (LC-MS 2); ESI-MS: 397 [M+H]+ (LC-MS 2); Rf=0.60 (CH2Cl2/MeOH 9:1); 1H NMR (400 MHz, DMSO-d6) δ ppm 1.38-1.47 (m, 6H) 1.90 (s, 3H) 3.34 (s, 3H) 4.54-4.65 (m, 1H) 6.12 (s, 1H) 7.17-7.24 (m, 2H) 7.30-7.39 (m, 3H) 7.69 (d, J=2.7 Hz, 1H) 7.85 (s,... Reactants: CN1CCC(C2(O)c3cc(Br)ccc3C=Cn3cccc32)CC1, CC#N, ClC(Cl)Cl, Cl. The product is CN1CCC(=C2c3cc(Br)ccc3C=Cn3cccc32)CC1. RXN SMILES: [CH3:1][N:2]1[CH2:3][CH2:4][CH:5]([C:8]2([OH:23])[c:9]3[n:10]([cH:20][cH:21][cH:22]3)[CH:11]=[CH:12][c:13]3[c:14]2[cH:15][c:16]([Br:19])[cH:17][cH:18]3)[CH2:6][CH2:7]1.[CH3:25][C:26]#[N:27].[CH:28]([Cl:29])([Cl:30])[Cl:31].[ClH:24]>>[CH3:1][N:2]1[CH2:3][CH2:4][C:5](=[C:8]2[c:9]3[n:10]([cH:20][cH:21][cH:22]3)[CH:11]=[CH:12][c:13]3[c:14]2[cH:15][c:16]([Br:19])[cH:17][cH:18]3)[CH2:6][CH2:7]1. Reactants: C(C)[O-].[Na+] (sodium ethanolate), COC=1C=C2C(=CNC2=CC1)CC#N ((5-methoxy-1H-indol-3-yl)-acetonitrile), C(=O)C=1C=C(C#N)C=CC1 (3-formyl-benzonitrile). Run at time 3 day. Product: C(#N)\C(=C/C=1C=C(C#N)C=CC1)\C1=CNC2=CC=C(C=C12)OC ((Z)-3-[2-cyano-2-(5-methoxy-1H-indol-3-yl)-vinyl]-benzonitrile). RXN SMILES: C([O-])C.[Na+].[CH3:5][O:6][C:7]1[CH:8]=[C:9]2[C:13](=[CH:14][CH:15]=1)[NH:12][CH:11]=[C:10]2[CH2:16][C:17]#[N:18].[CH:19]([C:21]1[CH:22]=[C:23]([CH:26]=[CH:27][CH:28]=1)[C:24]#[N:25])=O>>[C:17](/[C:16](/[C:10]1[C:9]2[C:13](=[CH:14][CH:15]=[C:7]([O:6][CH3:5])[CH:8]=2)[NH:12][CH:11]=1)=[CH:19]\[C:21]1[CH:22]=[C:23]([CH:26]=[CH:27][CH:28]=1)[C:24]#[N:25])#[N:18] |f:0.1|. Procedure details: To a solution of sodium ethanolate [prepared from sodium (30 mg, 1.3 mmol, 1.2 eq.) and anhydrous ethanol (8 mL)] were added, under an argon atmosphere, (5-methoxy-1H-indol-3-yl)-acetonitrile (200 mg, 1.1 mmol, 1.0 eq.) and, after 10 minutes stirring, 3-formyl-benzonitrile (200 mg, 1.5 mmol, 1.4 eq.). The reaction apparatus was protected from light and the mixture stirred at room temperature for 3 days. The solvent was removed under reduced pressure, and the crude purified by silica gel flash-co... Starting materials: C1(=CC=CC=C1)C(CC(=O)O)C1=CC=CC=C1 (3,3 diphenylpropionic acid), C(=O)(OC(C)(C)C)N1CCNCC1 (mono-boc piperizine), C(CCl)Cl (EDC). The reagents and catalysts are CN(C)C=1C=CN=CC1 (DMAP). The solvent is C(Cl)Cl (CH2Cl2). Run at time 8 hour. Product: C(C)(C)(C)OC(=O)N1CCN(CC1)C(CC(C1=CC=CC=C1)C1=CC=CC=C1)=O (4-(3,3-diphenyl-propionyl)-piperazine-1-carboxylic acid tert-butyl ester). The yield is 76.0%. Reaction SMILES: [C:1]1([CH:7]([C:12]2[CH:17]=[CH:16][CH:15]=[CH:14][CH:13]=2)[CH2:8][C:9]([OH:11])=O)[CH:6]=[CH:5][CH:4]=[CH:3][CH:2]=1.[C:18]([N:25]1[CH2:30][CH2:29][NH:28][CH2:27][CH2:26]1)([O:20][C:21]([CH3:24])([CH3:23])[CH3:22])=[O:19].C(Cl)CCl>C(Cl)Cl.CN(C1C=CN=CC=1)C>[C:21]([O:20][C:18]([N:25]1[CH2:30][CH2:29][N:28]([C:9](=[O:11])[CH2:8][CH:7]([C:1]2[CH:2]=[CH:3][CH:4]=[CH:5][CH:6]=2)[C:12]2[CH:17]=[CH:16][CH:15]=[CH:14][CH:13]=2)[CH2:27][CH2:26]1)=[O:19])([CH3:24])([CH3:22])[CH3:23]. Procedure details: To a solution of 3,3 diphenylpropionic acid (1.45 g, 6.44 mmol) in dry CH2Cl2 (70 ml) was added mono-boc piperizine (1.32 g, 7.08 mmol) under nitrogen. To the reaction was added EDC (2.71 g, 14.16 mmol) and DMAP (cat) and the reaction mixture stirred under nitrogen at room temperature overnight. The reaction was then concentrated under reduced pressure. The residue dissolved in ethyl acetate:water (10:1) (200 ml). The organic was washed with water (50 ml, 2×) and 10% NaOH (50 ml) and dried over ...